Dataset: the Open Reaction Database (ORD), a public repository of structured organic reaction records. Task: describe an organic reaction: reactants, conditions, products, and yield Starting materials: BrC(Br)(Br)Br, CO, CN(C)C=O, CC1(C)OCC(CCO)CO1, c1ccc(P(c2ccccc2)c2ccccc2)cc1. The product is CC1(C)OCC(CCBr)CO1. Reaction SMILES: [C:12]([Br:13])([Br:14])([Br:15])[Br:16].[CH3:36][OH:37].[CH3:38][N:39]([CH3:40])[CH:41]=[O:42].[OH:1][CH2:2][CH2:3][CH:4]1[CH2:5][O:6][C:7]([CH3:10])([CH3:11])[O:8][CH2:9]1.[c:17]1([P:18]([c:19]2[cH:20][cH:21][cH:22][cH:23][cH:24]2)[c:25]2[cH:26][cH:27][cH:28][cH:29][cH:30]2)[cH:31][cH:32][cH:33][cH:34][cH:35]1>>[CH2:2]([CH2:3][CH:4]1[CH2:5][O:6][C:7]([CH3:10])([CH3:11])[O:8][CH2:9]1)[Br:13].